The task is: describe an organic reaction: reactants, conditions, products, and yield. This data is from the Open Reaction Database (ORD), a public repository of structured organic reaction records. The reactants are Cc1cccc(C)c1-c1nc2ccc(C(=O)C(F)(F)F)cc2n1C(=O)OC(C)(C)C, Cc1ccc(N)cc1C, Cc1ccccc1. RXN SMILES: [C:1]([O:2][C:3](=[O:4])[n:8]1[c:9](-[c:23]2[c:24]([CH3:30])[cH:25][cH:26][cH:27][c:28]2[CH3:29])[n:10][c:11]2[c:12]1[cH:13][c:14]([C:17]([C:18]([F:19])([F:20])[F:21])=[O:22])[cH:15][cH:16]2)([CH3:5])([CH3:6])[CH3:7].[CH3:31][c:32]1[c:33]([CH3:34])[cH:35][c:36]([NH2:37])[cH:38][cH:39]1.[CH3:40][c:41]1[cH:42][cH:43][cH:44][cH:45][cH:46]1>>[nH:8]1[c:9](-[c:23]2[c:24]([CH3:30])[cH:25][cH:26][cH:27][c:28]2[CH3:29])[n:10][c:11]2[c:12]1[cH:13][c:14]([C:17]([C:18]([F:19])([F:20])[F:21])=[O:22])[cH:15][cH:16]2. The product is Cc1cccc(C)c1-c1nc2ccc(C(=O)C(F)(F)F)cc2[nH]1. Starting materials: C1CNCCN1, CS(=O)(=O)OCC1CC(SC(c2ccccc2)(c2ccccc2)c2ccccc2)CN1C(=O)OCc1ccc([N+](=O)[O-])cc1, CN(C)C=O. Yields the product O=C(OCc1ccc([N+](=O)[O-])cc1)N1CC(SC(c2ccccc2)(c2ccccc2)c2ccccc2)CC1CN1CCNCC1. RXN SMILES: [CH2:45]1[CH2:46][NH:47][CH2:48][CH2:49][NH:50]1.[CH3:1][S:2]([O:3][CH2:6][CH:7]1[N:8]([C:32](=[O:33])[O:34][CH2:35][c:36]2[cH:37][cH:38][c:39]([N+:42](=[O:43])[O-:44])[cH:40][cH:41]2)[CH2:9][CH:10]([S:12][C:13]([c:14]2[cH:15][cH:16][cH:17][cH:18][cH:19]2)([c:20]2[cH:21][cH:22][cH:23][cH:24][cH:25]2)[c:26]2[cH:27][cH:28][cH:29][cH:30][cH:31]2)[CH2:11]1)(=[O:4])=[O:5].[CH3:51][N:52]([CH3:53])[CH:54]=[O:55]>>[CH2:6]([CH:7]1[N:8]([C:32](=[O:33])[O:34][CH2:35][c:36]2[cH:37][cH:38][c:39]([N+:42](=[O:43])[O-:44])[cH:40][cH:41]2)[CH2:9][CH:10]([S:12][C:13]([c:14]2[cH:15][cH:16][cH:17][cH:18][cH:19]2)([c:20]2[cH:21][cH:22][cH:23][cH:24][cH:25]2)[c:26]2[cH:27][cH:28][cH:29][cH:30][cH:31]2)[CH2:11]1)[N:47]1[CH2:46][CH2:45][NH:50][CH2:49][CH2:48]1.